Dataset: the Open Reaction Database (ORD), a public repository of structured organic reaction records. Task: describe an organic reaction: reactants, conditions, products, and yield Starting materials: ClP(Cl)(Cl)(Cl)Cl, Sc1nc2cccc(Cl)c2o1. Product: Clc1nc2cccc(Cl)c2o1. As a reaction SMILES: [Cl:12][P:13]([Cl:14])([Cl:15])([Cl:16])[Cl:17].[Cl:1][c:2]1[cH:3][cH:4][cH:5][c:6]2[n:7][c:8]([SH:11])[o:9][c:10]12>>[Cl:1][c:2]1[cH:3][cH:4][cH:5][c:6]2[n:7][c:8]([Cl:12])[o:9][c:10]12. Starting materials: S(=O)(=O)(C1=CC=CC=2C(N(C)C)=CC=CC12)N(CCSSCCN)S(=O)(=O)C1=CC=CC=2C(N(C)C)=CC=CC12 (di-dansyl cystamine), C(CP(CCC(=O)O)CCC(=O)O)C(=O)O (TCEP), BrC1=C(C(=O)NC1=O)Br (Dibromomaleimide). Solvent: CO (MeOH), CO (MeOH). Conditions: time 3 hour. Product: BrN(CCSSCCN)S(=O)(=O)C1=CC=CC=2C(N(C)C)=CC=CC12.C1(C=CC(N1)=O)=O (Bromo-dansyl-cystamine maleimide). Isolated yield 37.8%. RXN SMILES: [S:1]([N:17](S(C1C2C=CC=C(N(C)C)C=2C=CC=1)(=O)=O)[CH2:18][CH2:19][S:20][S:21][CH2:22][CH2:23][NH2:24])([C:4]1[C:16]2[CH:15]=[CH:14][CH:13]=[C:9]([N:10]([CH3:12])[CH3:11])[C:8]=2[CH:7]=[CH:6][CH:5]=1)(=[O:3])=[O:2].C(C(O)=O)CP(CCC(O)=O)CCC(O)=O.[Br:57][C:58]1[C:63](=[O:64])[NH:62][C:60](=[O:61])[C:59]=1Br>CO>[Br:57][N:17]([S:1]([C:4]1[C:16]2[CH:15]=[CH:14][CH:13]=[C:9]([N:10]([CH3:12])[CH3:11])[C:8]=2[CH:7]=[CH:6][CH:5]=1)(=[O:3])=[O:2])[CH2:18][CH2:19][S:20][S:21][CH2:22][CH2:23][NH2:24].[C:60]1(=[O:61])[NH:62][C:63](=[O:64])[CH:58]=[CH:59]1 |f:4.5|. Reported procedure: A round bottomed flask was charged with di-dansyl cystamine (48 mg, 0.08 mmol), TCEP (23 mg, 1 eq), and MeOH (10 ml). The reaction mixture was stirred at ambient temperature under argon for 3 hrs. Dibromomaleimide (41 mg, 2 eq) in MeOH (10 ml), was added to the reaction mixture. After 16 hrs, the reaction mixture was concentrated in vacuo. The residue was worked up with DCM and brine. The organic layers were combined, dried (MgSO4) and purified by flash chromatography (silica gel, 0-15% EtOAC-DC...